Dataset: the Open Reaction Database (ORD), a public repository of structured organic reaction records. Task: describe an organic reaction: reactants, conditions, products, and yield Starting materials: OCC1=CC(=C(C=C1C(C)C)S(=O)(=O)N)C(C)C (4-hydroxymethyl-2,5-diisopropylbenzenesulfonamide), Br (hydrogen bromide). Run in C(Cl)(Cl)Cl (chloroform). Yields the product BrCC1=CC(=C(C=C1C(C)C)S(=O)(=O)N)C(C)C (4-bromomethyl-2,5-diisopropylbenzenesulfonamide). RXN SMILES: O[CH2:2][C:3]1[C:8]([CH:9]([CH3:11])[CH3:10])=[CH:7][C:6]([S:12]([NH2:15])(=[O:14])=[O:13])=[C:5]([CH:16]([CH3:18])[CH3:17])[CH:4]=1.[BrH:19]>C(Cl)(Cl)Cl>[Br:19][CH2:2][C:3]1[C:8]([CH:9]([CH3:11])[CH3:10])=[CH:7][C:6]([S:12]([NH2:15])(=[O:14])=[O:13])=[C:5]([CH:16]([CH3:18])[CH3:17])[CH:4]=1. Procedure details: To 26 parts 4-hydroxymethyl-2,5-diisopropylbenzenesulfonamide dissolved in 100 parts chloroform heated just below reflux is added hydrogen bromide in a slow stream for an hour. The organic phase is washed with aqueous sodium bicarbonate, dried over magnesium sulfate and concentrated in vacuo to give 4-bromomethyl-2,5-diisopropylbenzenesulfonamide.